This data is from the Open Reaction Database (ORD), a public repository of structured organic reaction records. The task is: describe an organic reaction: reactants, conditions, products, and yield Reactants: C(C1=CC=CC=C1)ONC([C@@H]([C@H](C)O)N(S(=O)(=O)C1=C(C(=C(C=C1C)OC)C)C)CC1=CC2=C(C=C1)OCO2)=O (N-benzyloxy-2(R)-[(3,4-methylenedioxybenzyl)-(4-methoxy-2,3,6-trimethylbenzenesulfonyl)amino]-3(S)-hydroxybutyramide). Reagents/catalysts: [Pd] (Pd-C). Run in C(C)O.O1CCCC1 (ethanol tetrahydrofuran). Run at time 60 minute. Product: ONC([C@@H]([C@H](C)O)N(S(=O)(=O)C1=C(C(=C(C=C1C)OC)C)C)CC1=CC2=C(C=C1)OCO2)=O (N-hydroxy-2(R)-[(3,4-methylenedioxybenzyl)-(4-methoxy-2,3,6-trimethylbenzenesulfonyl)amino]-3(S)-hydroxybutyramide). Yield: 63.7%. Reaction SMILES: C([O:8][NH:9][C:10](=[O:40])[C@H:11]([N:15]([CH2:30][C:31]1[CH:36]=[CH:35][C:34]2[O:37][CH2:38][O:39][C:33]=2[CH:32]=1)[S:16]([C:19]1[C:24]([CH3:25])=[CH:23][C:22]([O:26][CH3:27])=[C:21]([CH3:28])[C:20]=1[CH3:29])(=[O:18])=[O:17])[C@@H:12]([OH:14])[CH3:13])C1C=CC=CC=1>[Pd].C(O)C.O1CCCC1>[OH:8][NH:9][C:10](=[O:40])[C@H:11]([N:15]([CH2:30][C:31]1[CH:36]=[CH:35][C:34]2[O:37][CH2:38][O:39][C:33]=2[CH:32]=1)[S:16]([C:19]1[C:24]([CH3:25])=[CH:23][C:22]([O:26][CH3:27])=[C:21]([CH3:28])[C:20]=1[CH3:29])(=[O:18])=[O:17])[C@@H:12]([OH:14])[CH3:13] |f:2.3|. Procedure details: To a solution of N-benzyloxy-2(R)-[(3,4-methylenedioxybenzyl)-(4-methoxy-2,3,6-trimethylbenzenesulfonyl)amino]-3(S)-hydroxybutyramide (1.25 g, 2.19 mmol) in argon deoxygenated 80% ethanol-tetrahydrofuran (100 mL) was added 10% Pd-C (0.7 g), and the resulting mixture was hydrogenated at atmospheric pressure for 60 min. The reaction mixture was degassed under argon and the slurry was filtered over Celite. The Celite cake was washed with ample 80% ethanol-methylene chloride and the filtrate was con... Starting materials: CC(C)Oc1cncc(N)c1, [Cl-], O=N[O-], [Na+], [Na+], [Na+], [OH-], O, O=S(=O)(O)O. Yields the product CC(C)Oc1cncc(O)c1. As a reaction SMILES: [CH:6]([CH3:7])([CH3:8])[O:9][c:10]1[cH:11][c:12]([NH2:16])[cH:13][n:14][cH:15]1.[Cl-:23].[N:17](=[O:18])[O-:19].[Na+:20].[Na+:22].[Na+:24].[OH-:21].[OH2:25].[S:1](=[O:2])(=[O:3])([OH:4])[OH:5]>>[CH:6]([CH3:7])([CH3:8])[O:9][c:10]1[cH:11][c:12]([OH:18])[cH:13][n:14][cH:15]1.